Dataset: the Open Reaction Database (ORD), a public repository of structured organic reaction records. Task: describe an organic reaction: reactants, conditions, products, and yield The product is C[Si](C1=CC=C(C=C1)C1=C(C(=CC=C1)F)F)(C)C (4′-trimethylsilyl-2,3-difluorobiphenyl). Starting materials: BrC1=CC=C(C=C1)[Si](C)(C)C (1-bromo-4-trimethylsilylbenzene), COCCOC (DME), FC1=C(C=CC=C1F)B(O)O (2,3-difluorophenylboronic acid), C(=O)([O-])[O-].[Na+].[Na+] (Na2CO3). Solvent: O (water), CCOCC (ether). Reaction conditions: temperature 100 celsius. RXN SMILES: Br[C:2]1[CH:7]=[CH:6][C:5]([Si:8]([CH3:11])([CH3:10])[CH3:9])=[CH:4][CH:3]=1.COCCOC.[F:18][C:19]1[C:24]([F:25])=[CH:23][CH:22]=[CH:21][C:20]=1B(O)O.C([O-])([O-])=O.[Na+].[Na+]>C1C=CC([P]([Pd]([P](C2C=CC=CC=2)(C2C=CC=CC=2)C2C=CC=CC=2)([P](C2C=CC=CC=2)(C2C=CC=CC=2)C2C=CC=CC=2)[P](C2C=CC=CC=2)(C2C=CC=CC=2)C2C=CC=CC=2)(C2C=CC=CC=2)C2C=CC=CC=2)=CC=1.CCOCC.O>[CH3:9][Si:8]([CH3:11])([CH3:10])[C:5]1[CH:6]=[CH:7][C:2]([C:23]2[CH:22]=[CH:21][CH:20]=[C:19]([F:18])[C:24]=2[F:25])=[CH:3][CH:4]=1 |f:3.4.5,^1:38,40,59,78|. Yield: 91.0%. The reagents and catalysts are C=1C=CC(=CC1)[P](C=2C=CC=CC2)(C=3C=CC=CC3)[Pd]([P](C=4C=CC=CC4)(C=5C=CC=CC5)C=6C=CC=CC6)([P](C=7C=CC=CC7)(C=8C=CC=CC8)C=9C=CC=CC9)[P](C=1C=CC=CC1)(C=1C=CC=CC1)C=1C=CC=CC1 (tetrakis(triphenylphosphine)palladium). Reported procedure: First, 7.9 g of 1-bromo-4-trimethylsilylbenzene was dissolved into 86 ml of DME, and 6.5 g of 2,3-difluorophenylboronic acid, 1.2 g of tetrakis(triphenylphosphine)palladium (0) and 86 ml of 2.0M Na2CO3 was added thereto. Next, the reaction mixture was heated to 100° C. to perform a reaction for about 10 hours. After being cooled to room temperature, the reaction mixture was worked up with water and ether, and then purified by silica gel column chromatography to obtain the 4′-trimethylsilyl-2,3-d... Starting materials: Fc1cccc(Cl)c1CBr, CC(C)(C)[Si](C)(C)OC1CCC(N2CCCCC2=O)CC1, C1CCOC1, CC(C)[N-]C(C)C, [Li+]. Yields the product CC(C)(C)[Si](C)(C)OC1CCC(N2CCCC(Cc3c(F)cccc3Cl)C2=O)CC1. Reaction SMILES: [Br:30][CH2:31][c:32]1[c:33]([Cl:39])[cH:34][cH:35][cH:36][c:37]1[F:38].[C:1]([CH3:2])([CH3:3])([CH3:4])[Si:5]([O:6][CH:7]1[CH2:8][CH2:9][CH:10]([N:13]2[C:14](=[O:19])[CH2:15][CH2:16][CH2:17][CH2:18]2)[CH2:11][CH2:12]1)([CH3:20])[CH3:21].[CH2:40]1[O:41][CH2:42][CH2:43][CH2:44]1.[CH3:23][CH:24]([N-:25][CH:26]([CH3:27])[CH3:28])[CH3:29].[Li+:22]>>[C:1]([CH3:2])([CH3:3])([CH3:4])[Si:5]([O:6][CH:7]1[CH2:8][CH2:9][CH:10]([N:13]2[C:14](=[O:19])[CH:15]([CH2:31][c:32]3[c:33]([Cl:39])[cH:34][cH:35][cH:36][c:37]3[F:38])[CH2:16][CH2:17][CH2:18]2)[CH2:11][CH2:12]1)([CH3:20])[CH3:21]. Starting materials: FC(S(=O)(=O)OC=1C=NC(=NC1)C(F)(F)F)(F)F (2-(Trifluoromethyl)pyrimidine-5-yl trifluoromethanesulfonate), [Al] (aluminum), C[Si](C)(C)C#C (Trimethylsilylacetylene). Reagents/catalysts: [Cu]I (CuI), Cl[Pd]([P](C1=CC=CC=C1)(C2=CC=CC=C2)C3=CC=CC=C3)([P](C4=CC=CC=C4)(C5=CC=CC=C5)C6=CC=CC=C6)Cl (PdCl2(PPh3)2). Run in C(C)N(CC)CC (triethylamine). Conditions: time 5 hour. The product is FC(C1=NC=C(C=N1)C#C[Si](C)(C)C)(F)F (2-(trifluoromethyl)-5-[(trimethylsilyl)ethynyl]pyrimidine). Isolated yield 95.5%. As a reaction SMILES: FC(F)(F)S(O[C:7]1[CH:8]=[N:9][C:10]([C:13]([F:16])([F:15])[F:14])=[N:11][CH:12]=1)(=O)=O.[CH3:19][Si:20]([C:23]#[CH:24])([CH3:22])[CH3:21].[Al]>[Cu]I.Cl[Pd](Cl)([P](C1C=CC=CC=1)(C1C=CC=CC=1)C1C=CC=CC=1)[P](C1C=CC=CC=1)(C1C=CC=CC=1)C1C=CC=CC=1.C(N(CC)CC)C>[F:14][C:13]([F:16])([F:15])[C:10]1[N:9]=[CH:8][C:7]([C:24]#[C:23][Si:20]([CH3:22])([CH3:21])[CH3:19])=[CH:12][N:11]=1 |^1:30,49|. Reported procedure: 2-(Trifluoromethyl)pyrimidine-5-yl trifluoromethanesulfonate (0.45 g, 1.5 mmol) and dry triethylamine (1.0 mL) were mixed in a screw-cap vial. The solution was purged with dry argon for 10 minutes. Trimethylsilylacetylene (0.43 mL, 3.0 mmol), finely ground CuI (0.010 g, 0.05 mmol) and PdCl2(PPh3)2 (0.020 g, 0.030 mmol) were added. The vial was sealed and heated in an aluminum block at 80° C. After stirring for 5 hours the volatiles were evaporated at room temperature (the product sublimes at 35-... The reactants are ice water, 41.7, FCC1(OC2=C(C(=C1)C(=O)O)C=C(C=C2)[N+](=O)[O-])CF (2,2-bisfluoromethyl-6-nitro-2H-1-benzopyran-4-carboxylic acid), S(O)(O)(=O)=O (sulfuric acid), C(C)O (ethyl alcohol). Product: FCC1(OC2=C(C(=C1)C(=O)OCC)C=C(C=C2)[N+](=O)[O-])CF (ethyl 2,2-bisfluoromethyl-6-nitro-2H-1-benzopyran-4-carboxylate). Reaction SMILES: [F:1][CH2:2][C:3]1([CH2:19][F:20])[CH:8]=[C:7]([C:9]([OH:11])=[O:10])[C:6]2[CH:12]=[C:13]([N+:16]([O-:18])=[O:17])[CH:14]=[CH:15][C:5]=2[O:4]1.S(=O)(=O)(O)O.[CH2:26](O)[CH3:27]>>[F:20][CH2:19][C:3]1([CH2:2][F:1])[CH:8]=[C:7]([C:9]([O:11][CH2:26][CH3:27])=[O:10])[C:6]2[CH:12]=[C:13]([N+:16]([O-:18])=[O:17])[CH:14]=[CH:15][C:5]=2[O:4]1. Procedure details: A mixture of 41.7 of 2,2-bisfluoromethyl-6-nitro-2H-1-benzopyran-4-carboxylic acid, 20 ml of sulfuric acid and 300 ml of ethyl alcohol was heated under refluxing for 6 hours. The reaction mixture was poured into ice-water, and the precipitated crystals were separated by filtration to obtain 42.7 g of ethyl 2,2-bisfluoromethyl-6-nitro-2H-1-benzopyran-4-carboxylate having a melting point of 96°-98° C. Starting materials: Cl.S1C(=CC=2C=NC=CC21)CN (Thieno[3,2-c]pyridin-2-ylmethanamine hydrochloride), S1C(=CC=2C=NC=CC21)C(C)O (1-(thieno[3,2-c]pyridin-2-yl)ethanol), N1C=C(C=2C1=NC=CC2)CN ((1H-Pyrrolo[2,3-b]pyridin-3-yl)methanamine). Yields the product S1C(=CC=2C=NC=CC21)C(C)N (1-(Thieno[3,2-c]pyridin-2-yl)ethanamine). As a reaction SMILES: Cl.[S:2]1[C:10]2[CH:9]=[CH:8][N:7]=[CH:6][C:5]=2[CH:4]=[C:3]1[CH2:11][NH2:12].S1C2C=CN=CC=2C=[C:14]1C(O)C.N1C2=NC=CC=C2C(CN)=C1>>[S:2]1[C:10]2[CH:9]=[CH:8][N:7]=[CH:6][C:5]=2[CH:4]=[C:3]1[CH:11]([NH2:12])[CH3:14] |f:0.1|. Reported procedure: Intermediate D′ was prepared from 1-(thieno[3,2-c]pyridin-2-yl)ethanol (D′-4) following similar procedures for synthesizing intermediate A from A-3, as described above. Starting materials: C(C)OCC (diethyl ether), ClC1=CCCCC1Cl (1,6-dichlorocyclohexene), C1(C=2C(C(N1)=O)=CC=CC2)=O.[K] (potassium phthalimide), [I-].[K+] (potassium iodide). Run in CN(C=O)C (dimethylformamide). Product: ClC=1C(CCCC1)N1C(C2=CC=CC=C2C1=O)=O (2-(2-Chloro-2-Cyclohexen-1-yl)-1H-Isoindole-1,3(2H)-Dione). The yield is 73.5%. RXN SMILES: Cl[C:2]1[CH:7]([Cl:8])[CH2:6][CH2:5][CH2:4][CH:3]=1.[C:9]1(=[O:19])[NH:13][C:12](=[O:14])[C:11]2=[CH:15][CH:16]=[CH:17][CH:18]=[C:10]12.[K].[I-].[K+].C(OCC)C>CN(C)C=O>[Cl:8][C:7]1[CH:2]([N:13]2[C:9](=[O:19])[C:10]3[C:11](=[CH:15][CH:16]=[CH:17][CH:18]=3)[C:12]2=[O:14])[CH2:3][CH2:4][CH2:5][CH:6]=1 |f:1.2,3.4,^1:19|. Reported procedure: A solution of 11.0 g (72.8 mmol) 1,6-dichlorocyclohexene, 20.0 g (108 mmol) potassium phthalimide and 1.0 g (6.0 mmol) potassium iodide in 50 ml dry dimethylformamide was stirred 24 hours at 110° C. under an atmosphere of nitrogen. The reaction mixture was allowed to cool then poured into 30 ml diethyl ether. The dark mixture was filtered, then the ether and DMF removed in vacuo. The dark crystalline residue was dissolved in ethyl acetate then chromatographed on 500 g flash silica eluting with 1... The reactants are solution, Cl (hydrogen chloride), FC1=CC(=C(C=C1)OCOC)CCC1=CC=C(C=C1)F (methoxymethyl {4-fluoro-2-[2-(4-fluorophenyl)ethyl]phenyl} ether). Run in C(C)(=O)OCC (ethyl acetate), C(C)(=O)OCC (ethyl acetate). Run at time 2 hour. Product: FC1=CC(=C(C=C1)O)CCC1=CC=C(C=C1)F (4-Fluoro-2-[2-(4-fluorophenyl)ethyl]phenol). Yield: 98.7%. As a reaction SMILES: [F:1][C:2]1[CH:7]=[CH:6][C:5]([O:8]COC)=[C:4]([CH2:12][CH2:13][C:14]2[CH:19]=[CH:18][C:17]([F:20])=[CH:16][CH:15]=2)[CH:3]=1.Cl>C(OCC)(=O)C>[F:1][C:2]1[CH:7]=[CH:6][C:5]([OH:8])=[C:4]([CH2:12][CH2:13][C:14]2[CH:15]=[CH:16][C:17]([F:20])=[CH:18][CH:19]=2)[CH:3]=1. Reported procedure: 1785 mg of methoxymethyl {4-fluoro-2-[2-(4-fluorophenyl)ethyl]phenyl} ether [prepared as described in step (a) above] were dissolved in 8 ml of ethyl acetate, and then 8 ml of a 4N solution of hydrogen chloride in ethyl acetate were added to the resulting solution, whilst ice-cooling. The resulting mixture was allowed to stand at room temperature for 2 hours, after which it was concentrated by evaporation under reduced pressure, and purified by silica gel column chromatography, using a 4:1 by vo... Product: NC1=CC2=C(N=C(S2)COC(C2=CC=CC=C2)=O)C=C1 (6-Amino-2-benzoyloxymethylbenzothiazole). Reported procedure: 10 g of the 6-nitro-2-benzoyloxymethylbenzothiazole obtained in the Preparation Example 3 was dissolved in a solution comprising a mixture of ethyl acetate and ethanol (1:1) and hydrogenated in the presence of 1 g of a palladium/carbon catalyst for 10 h. After the completion of the reaction, the catalyst was removed by filtration through Celite and the filtrate was concentrated under reduced pressure to give 8.7 g of the titled compound. Yield: 96.2%. The solvent is C(C)O (ethanol). RXN SMILES: [N+:1]([C:4]1[CH:22]=[CH:21][C:7]2[N:8]=[C:9]([CH2:11][O:12][C:13](=[O:20])[C:14]3[CH:19]=[CH:18][CH:17]=[CH:16][CH:15]=3)[S:10][C:6]=2[CH:5]=1)([O-])=O.C(OCC)(=O)C>[Pd].C(O)C>[NH2:1][C:4]1[CH:22]=[CH:21][C:7]2[N:8]=[C:9]([CH2:11][O:12][C:13](=[O:20])[C:14]3[CH:19]=[CH:18][CH:17]=[CH:16][CH:15]=3)[S:10][C:6]=2[CH:5]=1. The reagents and catalysts are [Pd] (palladium/carbon). The reactants are [N+](=O)([O-])C1=CC2=C(N=C(S2)COC(C2=CC=CC=C2)=O)C=C1 (6-nitro-2-benzoyloxymethylbenzothiazole), C(C)(=O)OCC (ethyl acetate).